Dataset: the Open Reaction Database (ORD), a public repository of structured organic reaction records. Task: describe an organic reaction: reactants, conditions, products, and yield The reactants are C(C)(=O)C=1C=C(NC(C)=O)C=CC1 (3'-acetylacetanilide), BrBr (bromine). The solvent is C(Cl)(Cl)Cl (chloroform), C(Cl)(Cl)Cl (chloroform). Conditions: time 1 hour. Yields the product BrCC(=O)C=1C=C(NC(C)=O)C=CC1 (3'-Bromacetylacetanilide). RXN SMILES: [C:1]([C:4]1[CH:5]=[C:6]([CH:11]=[CH:12][CH:13]=1)[NH:7][C:8](=[O:10])[CH3:9])(=[O:3])[CH3:2].[Br:14]Br>C(Cl)(Cl)Cl>[Br:14][CH2:2][C:1]([C:4]1[CH:5]=[C:6]([CH:11]=[CH:12][CH:13]=1)[NH:7][C:8](=[O:10])[CH3:9])=[O:3]. Procedure: To a stirred solution of 110.0 g. (0.62 mole) of 3'-acetylacetanilide in 2400 ml. of chloroform is added dropwise a solution of 33.0 ml. (102.9 g; 0.644 mole) of bromine in 240 ml. of chloroform. The solution is stirred one hour and the resultant precipitate is then filtered, washed with ether and dried. The solid is stirred in a large volume of water to give an oily precipitate which crystallizes on further stirring. The solid is filtered, washed with water and then 2-propanol. The dried produc... The reactants are C(C1=CC=CC=C1)N1N=C2C=CC=C(C2=C1)O (2-benzyl-4-hydroxyindazole), BrCCCO (3-bromopropan-1-ol), C([O-])([O-])=O.[K+].[K+] (potassium carbonate). The solvent is CN(C=O)C (dimethylformamide). The product is C(C1=CC=CC=C1)N1N=C2C=CC=C(C2=C1)OCCCO (2-Benzyl-4-(3-hydroxypropoxy)-indazole). As a reaction SMILES: [CH2:1]([N:8]1[CH:16]=[C:15]2[C:10]([CH:11]=[CH:12][CH:13]=[C:14]2[OH:17])=[N:9]1)[C:2]1[CH:7]=[CH:6][CH:5]=[CH:4][CH:3]=1.Br[CH2:19][CH2:20][CH2:21][OH:22].C(=O)([O-])[O-].[K+].[K+]>CN(C)C=O>[CH2:1]([N:8]1[CH:16]=[C:15]2[C:10]([CH:11]=[CH:12][CH:13]=[C:14]2[O:17][CH2:19][CH2:20][CH2:21][OH:22])=[N:9]1)[C:2]1[CH:3]=[CH:4][CH:5]=[CH:6][CH:7]=1 |f:2.3.4|. Procedure details: A mixture of 24 g. 2-benzyl-4-hydroxyindazole, 10.4 ml. 3-bromopropan-1-ol and 16 g. potassium carbonate in 100 ml. dimethylformamide is stirred for 30 hours at 70° C. After dilution with methylene chloride, the reaction mixture is filtered with suction, the filtrate is evaporated and the evaporation residue is purified chromatographically on silica gel (elution agent methylene chloride-ethyl acetate 9:1 v/v), 2-benzyl-4-(3-hydroxypropoxy)-indazole being obtained in the form of an oil. The reactants are CCS(=O)(=O)CCCC12CCC(C(=O)OC)(CC1)CC2, CO, Cl, [K+], [OH-], O. Yields the product CCS(=O)(=O)CCCC12CCC(C(=O)O)(CC1)CC2. Reaction SMILES: [CH2:1]([CH3:2])[S:3](=[O:4])(=[O:5])[CH2:6][CH2:7][CH2:8][C:9]12[CH2:10][CH2:11][C:12]([C:17](=[O:18])[O:19][CH3:20])([CH2:13][CH2:14]1)[CH2:15][CH2:16]2.[CH3:24][OH:25].[ClH:23].[K+:22].[OH-:21].[OH2:26]>>[CH2:1]([CH3:2])[S:3](=[O:4])(=[O:5])[CH2:6][CH2:7][CH2:8][C:9]12[CH2:10][CH2:11][C:12]([C:17](=[O:18])[OH:19])([CH2:13][CH2:14]1)[CH2:15][CH2:16]2. Reactants: CC(C)(C)OC(=O)c1cc(Oc2ccc3c(c2)CC(C(=O)O)CC3)ccn1, CCN=C=NCCCN(C)C, CN(C)c1ccncc1, CCOC(C)=O, ClCCl, N#Cc1cc(N)cc(C(F)(F)F)c1. Product: CC(C)(C)OC(=O)c1cc(Oc2ccc3c(c2)CC(C(=O)Nc2cc(C#N)cc(C(F)(F)F)c2)CC3)ccn1. Reaction SMILES: [C:1]([CH3:2])([CH3:3])([CH3:4])[O:5][C:6](=[O:7])[c:8]1[n:9][cH:10][cH:11][c:12]([O:14][c:15]2[cH:16][cH:17][c:18]3[c:23]([cH:24]2)[CH2:22][CH:21]([C:25](=[O:26])[OH:27])[CH2:20][CH2:19]3)[cH:13]1.[CH3:41][CH2:42][N:43]=[C:44]=[N:45][CH2:46][CH2:47][CH2:48][N:49]([CH3:50])[CH3:51].[CH3:52][N:53]([c:54]1[cH:55][cH:56][n:57][cH:58][cH:59]1)[CH3:60].[CH3:64][CH2:65][O:66][C:67]([CH3:68])=[O:69].[Cl:61][CH2:62][Cl:63].[NH2:28][c:29]1[cH:30][c:31]([C:32]#[N:33])[cH:34][c:35]([C:37]([F:38])([F:39])[F:40])[cH:36]1>>[C:1]([CH3:2])([CH3:3])([CH3:4])[O:5][C:6](=[O:7])[c:8]1[n:9][cH:10][cH:11][c:12]([O:14][c:15]2[cH:16][cH:17][c:18]3[c:23]([cH:24]2)[CH2:22][CH:21]([C:25](=[O:26])[NH:28][c:29]2[cH:30][c:31]([C:32]#[N:33])[cH:34][c:35]([C:37]([F:38])([F:39])[F:40])[cH:36]2)[CH2:20][CH2:19]3)[cH:13]1. The reactants are COC1=CC=C(CN2N=CC(=C2\C=C\OC)C(=O)OCC)C=C1 ((E)-ethyl 1-(4-methoxybenzyl)-5-(2-methoxyvinyl)-1H-pyrazole-4-carboxylate). Reagents/catalysts: [Pd] (Pd/C). Run in CO (MeOH). The product is COC1=CC=C(CN2N=CC(=C2CCOC)C(=O)OCC)C=C1 (ethyl 1-(4-methoxybenzyl)-5-(2-methoxyethyl)-1H-pyrazole-4-carboxylate). The yield is 99.4%. Reaction SMILES: [CH3:1][O:2][C:3]1[CH:23]=[CH:22][C:6]([CH2:7][N:8]2[C:12](/[CH:13]=[CH:14]/[O:15][CH3:16])=[C:11]([C:17]([O:19][CH2:20][CH3:21])=[O:18])[CH:10]=[N:9]2)=[CH:5][CH:4]=1>CO.[Pd]>[CH3:1][O:2][C:3]1[CH:4]=[CH:5][C:6]([CH2:7][N:8]2[C:12]([CH2:13][CH2:14][O:15][CH3:16])=[C:11]([C:17]([O:19][CH2:20][CH3:21])=[O:18])[CH:10]=[N:9]2)=[CH:22][CH:23]=1. Procedure details: According to Scheme 17 Step 3: To a mixture of (E)-ethyl 1-(4-methoxybenzyl)-5-(2-methoxyvinyl)-1H-pyrazole-4-carboxylate (1.58 mmol, 500 mg) in MeOH (7.9 mL) was hydrogenated in a H-Cube® with Pd/C under a 20 bar H2 atmosphere. The reaction mixture was filtered through celite and the filtrate was concentrated to dryness to afford ethyl 1-(4-methoxybenzyl)-5-(2-methoxyethyl)-1H-pyrazole-4-carboxylate (1.57 mmol, 500 mg, 99%). RXN SMILES: [CH2:1]([C:8](=[CH:11][C:12]1[CH:17]=[CH:16][CH:15]=[CH:14][CH:13]=1)[CH:9]=[O:10])[CH2:2][CH2:3][CH2:4][CH2:5][CH2:6][CH3:7].C(=O)C1C=CC=CC=1.[OH-].[Na+].C(=O)CCCCCCCC>>[CH2:11]([CH:8]([CH2:1][CH2:2][CH2:3][CH2:4][CH2:5][CH2:6][CH3:7])[CH2:9][OH:10])[C:12]1[CH:17]=[CH:16][CH:15]=[CH:14][CH:13]=1.[CH2:1]([C:8](=[CH:11][C:12]1[CH:13]=[CH:14][CH:15]=[CH:16][CH:17]=1)[CH:9]=[O:10])[CH2:2][CH2:3][CH2:4][CH2:5][CH2:6][CH3:7] |f:2.3|. Solvent: petroleum ether. Starting materials: aldehyde, C(CCCCCC)C(C=O)=CC1=CC=CC=C1 (a-heptylcinnamaldehyde), C(CCCCCCCC)=O (nonanal), C(CCCCCCCC)=O (nonanal), [OH-].[Na+] (NaOH), C(C1=CC=CC=C1)=O (benzaldehyde), [OH-].[Na+] (NaOH), aldehyde. Procedure details: The alcohol was prepared by hydrogenation of a-heptylcinnamaldehyde exactly as in Example 1. -Heptylcinnamaldehyde was prepared as follows: To a mixture of 53.8 g (0.50 mole) benzaldehyde 50 ml ethanol and 25 ml 10% NaOH at reflux were added 56.8 g (0.40 mole) nonanal dropwise over 20 min. Halfway through the addition of nonanal an additional 25 ml 10% NaOH were added. After two hours at reflux the mixture was cooled, diluted with 100 ml 30°-60° petroleum ether, washed once with 50 ml 5% HCl, on... Product: C(C1=CC=CC=C1)C(CO)CCCCCCC (2-benzyl-1-nonanol), C(CCCCCC)C(C=O)=CC1=CC=CC=C1 (Heptylcinnamaldehyde). The reactants are BrC1=C(C=CC=C1)F (1-bromo-2-fluorobenzene), CN1CCC(CC1)NC (1-methyl-4-(methylamino)piperidine), C=1C=CC(=CC1)P(C=2C=CC=CC2)C3=CC=C4C=CC=CC4=C3C5=C6C=CC=CC6=CC=C5P(C=7C=CC=CC7)C=8C=CC=CC8 (BINAP), CC(C)([O-])C.[Na+] (sodium t-butoxide). Reagents/catalysts: C=1C=CC(=CC1)/C=C/C(=O)/C=C/C2=CC=CC=C2.C=1C=CC(=CC1)/C=C/C(=O)/C=C/C2=CC=CC=C2.C=1C=CC(=CC1)/C=C/C(=O)/C=C/C2=CC=CC=C2.[Pd].[Pd] (Pd2(dba)3). Solvent: C1(=CC=CC=C1)C (toluene). Yields the product CN1CCC(CC1)NCC1=C(C=CC=C1)F (1-Methyl-4-(N-(2-fluorophenyl)methylamino)piperidine). The yield is 24.8%. RXN SMILES: Br[C:2]1[CH:7]=[CH:6][CH:5]=[CH:4][C:3]=1[F:8].[CH3:9][N:10]1[CH2:15][CH2:14][CH:13]([NH:16][CH3:17])[CH2:12][CH2:11]1.C1C=CC(P(C2C(C3C(P(C4C=CC=CC=4)C4C=CC=CC=4)=CC=C4C=3C=CC=C4)=C3C(C=CC=C3)=CC=2)C2C=CC=CC=2)=CC=1.CC(C)([O-])C.[Na+]>C1(C)C=CC=CC=1.C1C=CC(/C=C/C(/C=C/C2C=CC=CC=2)=O)=CC=1.C1C=CC(/C=C/C(/C=C/C2C=CC=CC=2)=O)=CC=1.C1C=CC(/C=C/C(/C=C/C2C=CC=CC=2)=O)=CC=1.[Pd].[Pd]>[CH3:9][N:10]1[CH2:15][CH2:14][CH:13]([NH:16][CH2:17][C:2]2[CH:7]=[CH:6][CH:5]=[CH:4][C:3]=2[F:8])[CH2:12][CH2:11]1 |f:3.4,6.7.8.9.10|. Reported procedure: Mix 1-bromo-2-fluorobenzene (3.50 g), 1-methyl-4-(methylamino)piperidine (2.56 g), Pd2(dba)3 (0.366 g), racemic BINAP (0.498 g) and sodium t-butoxide (2.70 g) in toluene (40 mL) and heat at reflux for two days. Filter through a Celite bed, partition between dichloromethane and saturated aqueous NaCl, dry over anhydrous sodium sulfate, evaporate and purify on a silica gel column (35 g), using a gradient of dichloromethane-2M NH3 in methanol to give 1.1 g of the title intermediate. Starting materials: C(C)OC(C(C(=O)OCC)CC1=CC=CC=C1)=O (benzylmalonic acid diethyl ester), [H-].[Na+] (sodium hydride), C1=CC(=CC=C1C(=O)CBr)Cl (omega-bromo-4-chloroacetophenone). The solvent is CN(C=O)C (dimethylformamide), CN(C=O)C (dimethylformamide). Conditions: time 20 minute. The product is C(C1=CC=CC=C1)C(C(=O)O)(CC(=O)C1=CC=C(C=C1)Cl)C(=O)OCC (2-(RS)-benzyl-2-carbethoxy-4-(4-chloro-phenyl)-4-oxobutyric acid). Isolated yield 69.0%. RXN SMILES: C([O:3][C:4](=[O:18])[CH:5]([CH2:11][C:12]1[CH:17]=[CH:16][CH:15]=[CH:14][CH:13]=1)[C:6]([O:8][CH2:9][CH3:10])=[O:7])C.[H-].[Na+].[CH:21]1[C:26]([C:27]([CH2:29]Br)=[O:28])=[CH:25][CH:24]=[C:23]([Cl:31])[CH:22]=1>CN(C)C=O>[CH2:11]([C:5]([C:6]([O:8][CH2:9][CH3:10])=[O:7])([CH2:29][C:27]([C:26]1[CH:25]=[CH:24][C:23]([Cl:31])=[CH:22][CH:21]=1)=[O:28])[C:4]([OH:3])=[O:18])[C:12]1[CH:13]=[CH:14][CH:15]=[CH:16][CH:17]=1 |f:1.2|. Procedure details: 5.0 g (20 mmol) of benzylmalonic acid diethyl ester were added dropwise at room temperature to a suspension of 0.87 g of sodium hydride dispersion (55% in oil) in 20 ml of dimethylformamide. Subsequently, the reaction mixture was stirred at room temperature for 20 minutes and thereafter 4.67 g (20 mmol) of omega-bromo-4-chloroacetophenone in 25 ml of dimethylformamide were added dropwise. After completion of the addition, the deep brown colored reaction mixture was stirred at room temperature ov... Starting materials: BrCCCCC (1-Bromopentane), BrC1=C(C=C(N)C=C1)Cl (4-bromo-3-chloroaniline), C([O-])([O-])=O.[K+].[K+] (potassium carbonate). Run in CN(C)C=O (DMF), O (water). The product is C(CCCC)N(C1=CC(=C(C=C1)Br)Cl)CCCCC (N,N-Dipentyl-4-bromo-3-chloroaniline). Yield: 106.4%. Reaction SMILES: Br[CH2:2][CH2:3][CH2:4][CH2:5][CH3:6].[Br:7][C:8]1[CH:14]=[CH:13][C:11]([NH2:12])=[CH:10][C:9]=1[Cl:15].C(=O)([O-])[O-].[K+].[K+]>CN(C=O)C.O>[CH2:2]([N:12]([CH2:2][CH2:3][CH2:4][CH2:5][CH3:6])[C:11]1[CH:13]=[CH:14][C:8]([Br:7])=[C:9]([Cl:15])[CH:10]=1)[CH2:3][CH2:4][CH2:5][CH3:6] |f:2.3.4|. Reported procedure: 1-Bromopentane (0.42 mL, 3.4 mmol) was added to a mixture of 4-bromo-3-chloroaniline (200 mg, 0.9 mmol) and potassium carbonate (199 mg, 1.4 mmol) in DMF (20 mL) and the reaction was heated to 13 0˜˜C overnight. The mixture was cooled, diluted with water (20 mL) and extracted with petroleum ether (3×25mL). The combined organic extracts were dried over sodium sulfate, filtered and concentrated under reduced pressure. The residue was purified via flash column chromatography using 9:1 petroleum eth... Starting materials: O=c1c2c(Cl)cccc2nc(CCl)n1-c1ccccc1Cl, [K+], [K+], O=C([O-])[O-], CN(C)C=O, O, Sc1ncnc2nc[nH]c12. Product: O=c1c2c(Cl)cccc2nc(CSc2ncnc3[nH]cnc23)n1-c1ccccc1Cl. As a reaction SMILES: [Cl:1][c:2]1[c:3]2[c:4](=[O:21])[n:5](-[c:14]3[c:15]([Cl:20])[cH:16][cH:17][cH:18][cH:19]3)[c:6]([CH2:12][Cl:13])[n:7][c:8]2[cH:9][cH:10][cH:11]1.[K+:33].[K+:34].[O-:35][C:36]([O-:37])=[O:38].[O:39]=[CH:40][N:41]([CH3:42])[CH3:43].[OH2:22].[SH:23][c:24]1[c:25]2[nH:26][cH:27][n:28][c:29]2[n:30][cH:31][n:32]1>>[Cl:1][c:2]1[c:3]2[c:4](=[O:21])[n:5](-[c:14]3[c:15]([Cl:20])[cH:16][cH:17][cH:18][cH:19]3)[c:6]([CH2:12][S:23][c:24]3[c:25]4[n:26][cH:27][nH:28][c:29]4[n:30][cH:31][n:32]3)[n:7][c:8]2[cH:9][cH:10][cH:11]1.